From a dataset of the Open Reaction Database (ORD), a public repository of structured organic reaction records. describe an organic reaction: reactants, conditions, products, and yield Starting materials: [N+](=O)([O-])C1=CC=2C=3N(C(NC2C=C1)=O)CCN3 (9-nitro-5-oxo-2,3,5,6-tetrahydroimidazo-[1,2-c]-quinazoline), [OH-].[Na+] (sodium hydroxide), C(C1=CC=CC=C1)Br (benzyl bromide). Reagents/catalysts: [Br-].C(CCC)[N+](CCCC)(CCCC)CCCC (tetra-n-butylammonium bromide). Run in C(Cl)Cl (methylene chloride). Reaction conditions: time 2 hour. Product: [N+](=O)([O-])C1=CC=2C=3N(C(N(C2C=C1)CC1=CC=CC=C1)=O)CCN3 (9-Nitro-5-oxo-6-benzyl-2,3,5,6-tetrahydroimidazo-[1,2-c]-quinazoline). RXN SMILES: [N+:1]([C:4]1[CH:13]=[CH:12][C:11]2[NH:10][C:9](=[O:14])[N:8]3[CH2:15][CH2:16][N:17]=[C:7]3[C:6]=2[CH:5]=1)([O-:3])=[O:2].[OH-].[Na+].[CH2:20](Br)[C:21]1[CH:26]=[CH:25][CH:24]=[CH:23][CH:22]=1>[Br-].C([N+](CCCC)(CCCC)CCCC)CCC.C(Cl)Cl>[N+:1]([C:4]1[CH:13]=[CH:12][C:11]2[N:10]([CH2:20][C:21]3[CH:26]=[CH:25][CH:24]=[CH:23][CH:22]=3)[C:9](=[O:14])[N:8]3[CH2:15][CH2:16][N:17]=[C:7]3[C:6]=2[CH:5]=1)([O-:3])=[O:2] |f:1.2,4.5|. Procedure: 11.5 g (0.05 mol) of 9-nitro-5-oxo-2,3,5,6-tetrahydroimidazo-[1,2-c]-quinazoline and 6.4 g (0.02 mol) of tetra-n-butylammonium bromide were suspended in 250 ml of 10% strength sodium hydroxide solution. 17.815 g (0.15 mol) of benzyl bromide in 150 ml of methylene chloride were added to the mixture, and the latter was stirred for 2 hours at room temperature. The reactants are CCOC(=O)CP(=O)(OCC)OCC, [H-], [Na+], Cc1ccccc1C(=O)Nc1ccc(C(=O)N2CCCC(=O)c3cc(Cl)ccc32)c(C)c1, C1CCOC1. Yields the product CCOC(=O)C=C1CCCN(C(=O)c2ccc(NC(=O)c3ccccc3C)cc2C)c2ccc(Cl)cc21. As a reaction SMILES: [CH2:3]([O:4][P:5]([O:6][CH2:7][CH3:8])(=[O:9])[CH2:11][C:12](=[O:13])[O:14][CH2:15][CH3:16])[CH3:10].[H-:1].[Na+:2].[O:17]=[C:18]1[CH2:19][CH2:20][CH2:21][N:22]([C:30]([c:31]2[c:32]([CH3:47])[cH:33][c:34]([NH:37][C:38]([c:39]3[c:40]([CH3:45])[cH:41][cH:42][cH:43][cH:44]3)=[O:46])[cH:35][cH:36]2)=[O:48])[c:23]2[c:24]1[cH:25][c:26]([Cl:29])[cH:27][cH:28]2.[O:49]1[CH2:50][CH2:51][CH2:52][CH2:53]1>>[CH:11]([C:12](=[O:13])[O:14][CH2:15][CH3:16])=[C:18]1[CH2:19][CH2:20][CH2:21][N:22]([C:30]([c:31]2[c:32]([CH3:47])[cH:33][c:34]([NH:37][C:38]([c:39]3[c:40]([CH3:45])[cH:41][cH:42][cH:43][cH:44]3)=[O:46])[cH:35][cH:36]2)=[O:48])[c:23]2[c:24]1[cH:25][c:26]([Cl:29])[cH:27][cH:28]2. Reactants: ClC=1C=C(C=CC1N1N=CC(=C1)N)C(C(=O)O)C (2-[3-chloro-4-(4-aminopyrazol-1-yl)phenyl]propionic acid), Cl (hydrochloric acid), N(=O)[O-].[Na+] (sodium nitrite). The reagents and catalysts are [Cu]Cl (copper(I) chloride). Run at temperature -3 celsius, time 1 hour. The product is ClC=1C=C(C=CC1N1N=CC(=C1)Cl)C(C(=O)O)C (2-[3-chloro-4-(4-chloropyrazol-1-yl)phenyl]propionic acid). As a reaction SMILES: [Cl:1][C:2]1[CH:3]=[C:4]([CH:14]([CH3:18])[C:15]([OH:17])=[O:16])[CH:5]=[CH:6][C:7]=1[N:8]1[CH:12]=[C:11](N)[CH:10]=[N:9]1.N([O-])=O.[Na+].[ClH:23]>[Cu]Cl>[Cl:1][C:2]1[CH:3]=[C:4]([CH:14]([CH3:18])[C:15]([OH:17])=[O:16])[CH:5]=[CH:6][C:7]=1[N:8]1[CH:12]=[C:11]([Cl:23])[CH:10]=[N:9]1 |f:1.2|. Procedure details: 2.65 g (10 mmoles) of 2-[3-chloro-4-(4-aminopyrazol-1-yl)phenyl]propionic acid are dissolved in 10 ml of 25% strength hydrochloric acid, the solution is cooled to -3° C., and 1.04 g (15 mmoles) of sodium nitrite (dissolved in 5 ml of water) are added. After 10 minutes the reaction mixture is stirred into a solution of 2 g (20 mmoles) of copper(I) chloride. Heating to 100° C. ist then effected for 1 hour, followed by cooling, extraction with chloroform and purification through chromatography on s...